This data is from the Open Reaction Database (ORD), a public repository of structured organic reaction records. The task is: describe an organic reaction: reactants, conditions, products, and yield Starting materials: C(C)(C)(C)OC(=O)N1CCN(CC1)C1=C(C(=CC=C1)C)[N+](=O)[O-] (4-(3-methyl-2-nitrophenyl)-piperazine-1-carboxylic acid tert-butyl ester), COC(N(C)C)OC (N,N-dimethylformamide dimethyl acetal), N1CCCC1 (pyrrolidine). Run in CN(C)C=O (DMF). Conditions: time 6 hour. Product: C(C)(C)(C)OC(=O)N1CCN(CC1)C=1C=CC=C2C=CNC12 (4-(1H-Indol-7-yl)-piperazine-1-carboxylic acid tert-butyl ester). Yield: 26.8%. RXN SMILES: [C:1]([O:5][C:6]([N:8]1[CH2:13][CH2:12][N:11]([C:14]2[CH:19]=[CH:18][CH:17]=[C:16]([CH3:20])[C:15]=2[N+:21]([O-])=O)[CH2:10][CH2:9]1)=[O:7])([CH3:4])([CH3:3])[CH3:2].[CH3:24]OC(OC)N(C)C.N1CCCC1>CN(C=O)C>[C:1]([O:5][C:6]([N:8]1[CH2:13][CH2:12][N:11]([C:14]2[CH:19]=[CH:18][CH:17]=[C:16]3[C:15]=2[NH:21][CH:24]=[CH:20]3)[CH2:10][CH2:9]1)=[O:7])([CH3:4])([CH3:3])[CH3:2]. Reported procedure: A solution of 4-(3-methyl-2-nitrophenyl)-piperazine-1-carboxylic acid tert-butyl ester (10 g, 31 mmol), N,N-dimethylformamide dimethyl acetal (13.2 mL, 100 mmol) and pyrrolidine (4 mL, 50 mmol) in 45 mL of DMF was heated under reflux for 20 h. The mixture was concentrated in vacuo and the residue was partitioned between ethyl acetate and water. The ethyl acetate was dried and evaporated. The residue was hydrogenated in 200 mL of THF containing 2.5 g of 10% Pd-C at 50 psi for 6 h. The mixture was... The reactants are CC(C)(C)OC(=O)N1CCN(C(=O)c2ccc(-c3cccc[n+]3[O-])cc2)CC1, CC(C)=O, CCO, ClCCl, Cl. Yields the product Cl, O=C(c1ccc(-c2cccc[n+]2[O-])cc1)N1CCNCC1. As a reaction SMILES: [C:6]([O:7][C:8](=[O:9])[N:13]1[CH2:14][CH2:15][N:16]([C:19](=[O:20])[c:21]2[cH:22][cH:23][c:24](-[c:27]3[n+:28]([O-:33])[cH:29][cH:30][cH:31][cH:32]3)[cH:25][cH:26]2)[CH2:17][CH2:18]1)([CH3:10])([CH3:11])[CH3:12].[CH3:2][C:3](=[O:4])[CH3:5].[CH3:37][CH2:38][OH:39].[Cl:34][CH2:35][Cl:36].[ClH:1]>>[ClH:1].[NH:13]1[CH2:14][CH2:15][N:16]([C:19](=[O:20])[c:21]2[cH:22][cH:23][c:24](-[c:27]3[n+:28]([O-:33])[cH:29][cH:30][cH:31][cH:32]3)[cH:25][cH:26]2)[CH2:17][CH2:18]1. Reactants: II (iodine), S(=S)(=O)([O-])[O-].[Na+].[Na+] (sodium thiosulfate), C(CCC)[Li] (n-Butyllithium), NC1=NC=C(C=C1F)F (2-amino-3,5-difluoropyridine). Run in C1CCOC1 (THF), C1CCOC1 (THF). Run at time 1.5 hour. Product: FC=1C(=NC=C(C1I)F)N (3,5-Difluoro-4-iodopyridin-2-amine). Reaction SMILES: C([Li])CCC.[NH2:6][C:7]1[C:12]([F:13])=[CH:11][C:10]([F:14])=[CH:9][N:8]=1.[I:15]I.S([O-])([O-])(=O)=S.[Na+].[Na+]>C1COCC1>[F:13][C:12]1[C:7]([NH2:6])=[N:8][CH:9]=[C:10]([F:14])[C:11]=1[I:15] |f:3.4.5|. Procedure details: n-Butyllithium (41 ml, 1.6 M solution in hexanes, 66 mmol) was added drop wise to a solution of 2-amino-3,5-difluoropyridine (3.4 g, 26 mmol) in THF (100 ml) at −78° C. The mixture was allowed to stir at that temperature for 1.5 hr, then a solution of iodine (20 g, 78 mmol) in THF (30 ml) was added. The mixture was stirred at −78° C. for 15 min, then it was allowed to warm to rt. Saturated aqueous sodium thiosulfate was added, and the mixture was extracted with ethyl acetate. The combined organi... The reactants are N1CCS(CC1)(=O)=O (thiomorpholine 1,1-dioxide), C=1C=CC(=CC1)P(C=2C=CC=CC2)C3=CC=C4C=CC=CC4=C3C5=C6C=CC=CC6=CC=C5P(C=7C=CC=CC7)C=8C=CC=CC8 (BINAP), [O-]P(=O)([O-])[O-].[K+].[K+].[K+] (K3PO4), C(#N)C1=CC=C2C=3C(C4=C(C(C3NC2=C1)(C)C)C=C(C=C4)OS(=O)(=O)C(F)(F)F)=O (Trifluoro-methanesulfonic acid 3-cyano-6,6-dimethyl-11-oxo-6,11-dihydro-5H-benzo[b]carbazol-8-yl ester), C(#N)C1=CC=C2C=3C(C4=C(C(C3NC2=C1)(C)C)C=C(C=C4)OS(=O)(=O)C(F)(F)F)=O (Trifluoro-methanesulfonic acid 3-cyano-6,6-dimethyl-11-oxo-6,11-dihydro-5H-benzo[b]carbazol-8-yl ester). Reagents/catalysts: C=1C=CC(=CC1)/C=C/C(=O)/C=C/C2=CC=CC=C2.C=1C=CC(=CC1)/C=C/C(=O)/C=C/C2=CC=CC=C2.C=1C=CC(=CC1)/C=C/C(=O)/C=C/C2=CC=CC=C2.[Pd].[Pd] (Pd2 (dba)3). Solvent: O (water), O1CCOCC1 (1,4-dioxane). Run at temperature 100 celsius, time 8 hour. Product: O=S1(CCN(CC1)C=1C=CC2=C(C(C=3NC4=CC(=CC=C4C3C2=O)C#N)(C)C)C1)=O (8-(1,1-Dioxothiomorpholino)-6,6-dimethyl-11-oxo-6,11-dihydro-5H-benzo[b]carbazole-3-carbonitrile). RXN SMILES: [C:1]([C:3]1[CH:15]=[C:14]2[C:6]([C:7]3[C:8](=[O:30])[C:9]4[CH:21]=[CH:20][C:19](OS(C(F)(F)F)(=O)=O)=[CH:18][C:10]=4[C:11]([CH3:17])([CH3:16])[C:12]=3[NH:13]2)=[CH:5][CH:4]=1)#[N:2].[NH:31]1[CH2:36][CH2:35][S:34](=[O:38])(=[O:37])[CH2:33][CH2:32]1.C1C=CC(P(C2C(C3C(P(C4C=CC=CC=4)C4C=CC=CC=4)=CC=C4C=3C=CC=C4)=C3C(C=CC=C3)=CC=2)C2C=CC=CC=2)=CC=1.[O-]P([O-])([O-])=O.[K+].[K+].[K+]>O1CCOCC1.C1C=CC(/C=C/C(/C=C/C2C=CC=CC=2)=O)=CC=1.C1C=CC(/C=C/C(/C=C/C2C=CC=CC=2)=O)=CC=1.C1C=CC(/C=C/C(/C=C/C2C=CC=CC=2)=O)=CC=1.[Pd].[Pd].O>[O:37]=[S:34]1(=[O:38])[CH2:35][CH2:36][N:31]([C:19]2[CH:20]=[CH:21][C:9]3[C:8](=[O:30])[C:7]4[C:6]5[C:14](=[CH:15][C:3]([C:1]#[N:2])=[CH:4][CH:5]=5)[NH:13][C:12]=4[C:11]([CH3:16])([CH3:17])[C:10]=3[CH:18]=2)[CH2:32][CH2:33]1 |f:3.4.5.6,8.9.10.11.12|. Procedure: Trifluoro-methanesulfonic acid 3-cyano-6,6-dimethyl-11-oxo-6,11-dihydro-5H-benzo[b]carbazol-8-yl ester (Compound B1, 30 mg, 0.069 mmol) was dissolved in 1,4-dioxane (1 mL), added with thiomorpholine 1,1-dioxide (19 mg, 2 eq.), Pd2 (dba)3 (6.3 mg, 0.1 eq.), BINAP (8.6 mg, 0.2 eq.) and K3PO4 (29 mg, 2 eq.), and stirred at 100° C. overnight. The reaction solution was added to water, and then extracted with ethyl acetate. The organic layer was washed with saturated brine and dried over sodium sulfat...